From a dataset of the Open Reaction Database (ORD), a public repository of structured organic reaction records. describe an organic reaction: reactants, conditions, products, and yield Reactants: COC(C=1C(C(=O)OC)=CC(=CC1)OC1C=CCCC1)=O (4-(Cyclohex-2-enyloxy)-phthalic acid dimethyl ester). The reagents and catalysts are [Pd] (Pd/C). Run in C1CCOC1 (THF). Product: COC(C=1C(C(=O)OC)=CC(=CC1)OC1CCCCC1)=O (4-cyclohexyloxy-phthalic acid dimethyl ester). RXN SMILES: [CH3:1][O:2][C:3](=[O:21])[C:4]1[C:5](=[CH:10][C:11]([O:14][CH:15]2[CH2:20][CH2:19][CH2:18][CH:17]=[CH:16]2)=[CH:12][CH:13]=1)[C:6]([O:8][CH3:9])=[O:7]>C1COCC1.[Pd]>[CH3:1][O:2][C:3](=[O:21])[C:4]1[C:5](=[CH:10][C:11]([O:14][CH:15]2[CH2:16][CH2:17][CH2:18][CH2:19][CH2:20]2)=[CH:12][CH:13]=1)[C:6]([O:8][CH3:9])=[O:7]. Procedure details: 4-(Cyclohex-2-enyloxy)-phthalic acid dimethyl ester [Example A37] (67 mg, 0.23 mmol) was hydrogenated under an atmosphere of hydrogen at room temperature and pressure with 10% wet Pd/C (ca. 200 mg) in THF (5 mL) for 24 h. The catalyst was removed by filtration and the solvent was evaporated under vacuum. The crude material was purified by flash chromatography on silica gel eluting with 0–20% MeOH in DCM to yield 4-cyclohexyloxy-phthalic acid dimethyl ester as an oil. m/z (APCI+) 293 (15%, [M+H]+... Reactants: FC1=C(C#N)C=CC(=C1C)N1C(C(C(C1C)=O)(C)C)=O (2-fluoro-3-methyl-4-(3,3,5-trimethyl-2,4-dioxopyrrolidin-1-yl)benzonitrile), C(C)(CC)[BH-](C(C)CC)C(C)CC.[Li+].C1CCOC1 (lithium tri(sec-butyl)borohydride THF). Yields the product FC1=C(C#N)C=CC(=C1C)N1C(C([C@H]([C@H]1C)O)(C)C)=O (rac-2-fluoro-4-[(4R,5R)-4-hydroxy-3,3,5-trimethyl-2-oxopyrrolidin-1-yl]-3-methylbenzonitrile), crystals. Isolated yield 69.0%. Reaction SMILES: [F:1][C:2]1[C:9]([CH3:10])=[C:8]([N:11]2[CH:15]([CH3:16])[C:14](=[O:17])[C:13]([CH3:19])([CH3:18])[C:12]2=[O:20])[CH:7]=[CH:6][C:3]=1[C:4]#[N:5].C([BH-](C(CC)C)C(CC)C)(CC)C.[Li+].C1COCC1>>[F:1][C:2]1[C:9]([CH3:10])=[C:8]([N:11]2[C@H:15]([CH3:16])[C@H:14]([OH:17])[C:13]([CH3:19])([CH3:18])[C:12]2=[O:20])[CH:7]=[CH:6][C:3]=1[C:4]#[N:5] |f:1.2.3|. Procedure details: Using 2-fluoro-3-methyl-4-(3,3,5-trimethyl-2,4-dioxopyrrolidin-1-yl)benzonitrile (60 mg) and lithium tri(sec-butyl)borohydride-THF solution (0.33 mL, 1 mol/L), and in the same manner as in Example 5, the title compound was obtained as colorless crystals (yield: 41.4 mg, 69%). The reactants are ClC(=O)OCC (ethyl chloroformate), ClC1=CC(=C(C#N)C=C1)OC1=C(C(=CC=C1)CN(C)C)SCC (4-chloro-2-(3-dimethylaminomethyl-2-ethylsulfanyl-phenoxy)-benzonitrile), O (Water), C(C)OCC (diethyl ether). The solvent is C1(=CC=CC=C1)C (toluene), C(C)(=O)OCC (ethyl acetate). Conditions: temperature 0 celsius, time 17 hour. Product: ClC1=CC(=C(C#N)C=C1)OC1=C(C(=CC=C1)CCl)SCC (4-chloro-2-(3-chloromethyl-2-ethylsulfanyl-phenoxy)-benzonitrile). Isolated yield 43.3%. RXN SMILES: [Cl:1][C:2]1[CH:9]=[CH:8][C:5]([C:6]#[N:7])=[C:4]([O:10][C:11]2[CH:16]=[CH:15][CH:14]=[C:13]([CH2:17]N(C)C)[C:12]=2[S:21][CH2:22][CH3:23])[CH:3]=1.[Cl:24]C(OCC)=O.O.C(OCC)C>C1(C)C=CC=CC=1.C(OCC)(=O)C>[Cl:1][C:2]1[CH:9]=[CH:8][C:5]([C:6]#[N:7])=[C:4]([O:10][C:11]2[CH:16]=[CH:15][CH:14]=[C:13]([CH2:17][Cl:24])[C:12]=2[S:21][CH2:22][CH3:23])[CH:3]=1. Reported procedure: Under a nitrogen atmosphere, 4-chloro-2-(3-dimethylaminomethyl-2-ethylsulfanyl-phenoxy)-benzonitrile (570 mg, 1.64 mmol) was dissolved in anhydrous toluene (10 mL). The solution was cooled to 0° C. and ethyl chloroformate (480 μL, 5 mmol) was slowly added. The reaction mixture was stirred for 17 h, allowing it to reach room temperature. Water (5 mL) and diethyl ether (5 mL) were added and the organic layer was separated and dried with MgSO4. After filtration, the solvent was removed in vacuo to ... Reactants: OCCS(=O)(=O)CCN[C@]12[C@@H]([C@H]3CC[C@@H]4[C@]5(CC=C(C([C@@H]5CC[C@]4([C@@]3(CC1)C)C)(C)C)C1=CC=C(C(=O)O)C=C1)C)[C@@H](CC2)C(=C)C (4-((1R,3aS,5aR,5bR,7aR,11aS,11bR,13aR,13bR)-3a-(2-(2-hydroxyethylsulfonyl)ethylamino)-5a,5b,8,8,11a-pentamethyl-1-(prop-1-en-2-yl)-2,3,3a,4,5,5a,5b,6,7,7a,8,11,11a,11b,12,13,13a,13b-octadecahydro-1H-cyclopenta[a]chrysen-9-yl)benzoic acid), CS(=O)(=O)C=C (methylsulfonylethene). Yields the product C[C@]12CC[C@@]3([C@@H]([C@H]2CC[C@@H]2[C@]4(CC=C(C([C@@H]4CC[C@@]12C)(C)C)C1=CC=C(C(=O)O)C=C1)C)[C@@H](CC3)C(=C)C)NCCS(=O)(=O)C (4-((1R,3aS,5aR,5bR,7aR,11aS,11bR,13aR,13bR)-5a,5b,8,8,11a-pentamethyl-3a-(2-(methylsulfonyl)ethylamino)-1-(prop-1-en-2-yl)-2,3,3a,4,5,5a,5b,6,7,7a,8,11,11a,11b,12,13,13a,13b-octadecahydro-1H-cyclopenta[a]chrysen-9-yl)benzoic acid), solid. Yield: 39.0%. Reaction SMILES: OC[CH2:3][S:4]([CH2:7][CH2:8][NH:9][C@:10]12[CH2:44][CH2:43][C@@H:42]([C:45]([CH3:47])=[CH2:46])[C@@H:11]1[C@@H:12]1[C@@:25]([CH3:28])([CH2:26][CH2:27]2)[C@@:24]2([CH3:29])[C@@H:15]([C@:16]3([CH3:41])[C@@H:21]([CH2:22][CH2:23]2)[C:20]([CH3:31])([CH3:30])[C:19]([C:32]2[CH:40]=[CH:39][C:35]([C:36]([OH:38])=[O:37])=[CH:34][CH:33]=2)=[CH:18][CH2:17]3)[CH2:14][CH2:13]1)(=[O:6])=[O:5].CS(C=C)(=O)=O>>[CH3:28][C@:25]12[C@@:24]3([CH3:29])[C@@H:15]([C@:16]4([CH3:41])[C@@H:21]([CH2:22][CH2:23]3)[C:20]([CH3:30])([CH3:31])[C:19]([C:32]3[CH:33]=[CH:34][C:35]([C:36]([OH:38])=[O:37])=[CH:39][CH:40]=3)=[CH:18][CH2:17]4)[CH2:14][CH2:13][C@@H:12]1[C@H:11]1[C@H:42]([C:45]([CH3:47])=[CH2:46])[CH2:43][CH2:44][C@:10]1([NH:9][CH2:8][CH2:7][S:4]([CH3:3])(=[O:6])=[O:5])[CH2:27][CH2:26]2. Procedure: The title compound was prepared following the method described above for the synthesis of 4-((1R,3aS,5aR,5bR,7aR,11aS,11bR,13aR,13bR)-3a-(2-(2-hydroxyethylsulfonyl)ethylamino)-5a,5b,8,8,11a-pentamethyl-1-(prop-1-en-2-yl)-2,3,3a,4,5,5a,5b,6,7,7a,8,11,11a,11b,12,13,13a,13b-octadecahydro-1H-cyclopenta[a]chrysen-9-yl)benzoic acid using methylsulfonylethene instead of vinylsulfonylethene in Step 1. The product was isolated as a white solid (6 mg, 39%). LCMS: m/e 636.37 (M+H)+, 2.53 min (method 10). 1... Product: CCc1nc2c(cnn2CC)c(NC2CCOCC2)c1CNC(=O)c1cccc(C(=O)O)c1. RXN SMILES: [CH2:1]([CH3:2])[n:3]1[n:4][cH:5][c:6]2[c:7]1[n:8][c:9]([CH2:33][CH3:34])[c:10]([CH2:19][NH:20][C:21](=[O:22])[c:23]1[cH:24][c:25]([C:26](=[O:27])[O:28][CH3:29])[cH:30][cH:31][cH:32]1)[c:11]2[NH:12][CH:13]1[CH2:14][CH2:15][O:16][CH2:17][CH2:18]1.[CH3:37][OH:38].[Li+:36].[OH-:35].[OH2:39]>>[CH2:1]([CH3:2])[n:3]1[n:4][cH:5][c:6]2[c:7]1[n:8][c:9]([CH2:33][CH3:34])[c:10]([CH2:19][NH:20][C:21](=[O:22])[c:23]1[cH:24][c:25]([C:26](=[O:27])[OH:28])[cH:30][cH:31][cH:32]1)[c:11]2[NH:12][CH:13]1[CH2:14][CH2:15][O:16][CH2:17][CH2:18]1. Reactants: CCc1nc2c(cnn2CC)c(NC2CCOCC2)c1CNC(=O)c1cccc(C(=O)OC)c1, CO, [Li+], [OH-], O.